From a dataset of the Open Reaction Database (ORD), a public repository of structured organic reaction records. describe an organic reaction: reactants, conditions, products, and yield The reactants are C(C)(=O)OCC=C1CCC1 (2-(cyclobutylidene)ethyl acetate), Cl[Si](C)(C)C (chiorotrimethylsilane), Cl (hydrochloric acid), ice, C(C)(C)NC(C)C (diisopropylamine), C(CCC)[Li].CCCCCC (n-butyllithium hexane), [OH-].[Na+] (sodium hydroxide). Run in O1CCCC1 (tetrahydrofuran), O1CCCC1 (tetrahydrofuran), CO (methanol). Run at temperature -78 celsius, time 30 minute. Yields the product C(=C)C1(CCCCCCC1)CC(=O)OC (Methyl (1-vinylcyclooctyl)acetate). Reaction SMILES: C(NC(C)C)(C)C.[CH2:8]([Li])[CH2:9][CH2:10][CH3:11].[CH3:13][CH2:14][CH2:15][CH2:16][CH2:17][CH3:18].[C:19]([O:22][CH2:23]C=C1CCC1)(=[O:21])[CH3:20].Cl[Si](C)(C)C.[OH-].[Na+].Cl>O1CCCC1.CO>[CH:14]([C:15]1([CH2:20][C:19]([O:22][CH3:23])=[O:21])[CH2:11][CH2:10][CH2:9][CH2:8][CH2:18][CH2:17][CH2:16]1)=[CH2:13] |f:1.2,5.6|. Reported procedure: To an ice-cooled solution of diisopropylamine (1.68 mL) in tetrahydrofuran (10 mL) was added 1.57 M n-butyllithium/hexane (7.0 mL) dropwise over 10 minutes. After stirring the reaction solution under ice cooling for additional 30 minutes, it was cooled to −78° C. and a solution of 2-(cyclobutylidene)ethyl acetate (1.96 g) in tetrahydrofuran (2 mL) was added thereto dropwise over 10 minutes. After stirring the reaction solution at that temperature for 1 hour, chiorotrimethylsilane (1.52 mL) was a... The reactants are CC=1C=CC(NC1C)=O (5,6-dimethyl-2-pyridone), [N+](=O)(O)[O-] (nitric acid). Run in S(O)(O)(=O)=O (sulfuric acid). Run at time 2 hour. Product: CC=1C=C(C(NC1C)=O)[N+](=O)[O-] (5,6-dimethyl-3-nitro-2-pyridone). Yield: 61.5%. As a reaction SMILES: [CH3:1][C:2]1[CH:3]=[CH:4][C:5](=[O:9])[NH:6][C:7]=1[CH3:8].[N+:10]([O-])([OH:12])=[O:11]>S(=O)(=O)(O)O>[CH3:1][C:2]1[CH:3]=[C:4]([N+:10]([O-:12])=[O:11])[C:5](=[O:9])[NH:6][C:7]=1[CH3:8]. Procedure details: 5,6-Dimethyl-2-pyridone (1-013-03) (3.695 g) was dissolved in conc. sulfuric acid (38 mL) under ice-cooling, and the reaction mixture was stirred under ice-cooling, and then to the reaction mixture was added dropwise 70% nitric acid (3.53 mL) at 3 to 5° C. as internal temperature for 50 min, and then the reaction mixture was stirred. After 2 h, the reaction mixture was poured gradually into ice and the resulting crystal was filtered. The crystal was washed with water to give 5,6-dimethyl-3-nitro... Starting materials: FC1=CC=C(C=C1)CCCC(C)C=1C=C(C=C(O)C1)O (5-[5-(p-fluorophenyl)-2-pentyl]resorcinol), C(C)(=O)C(C(=O)OCC)CCC(=O)OCC (diethyl α-acetylglutarate), P(=O)(Cl)(Cl)Cl (phosphorus oxychloride). Yields the product FC1=CC=C(C=C1)CCCC(C)C1=CC(=C2C(=C(C(OC2=C1)=O)CCC(=O)OCC)C)O (Ethyl 7-[5-(p-fluorophenyl)-2-pentyl]-5-hydroxy-4-methylcoumarin-3-propionate). Reaction SMILES: [F:1][C:2]1[CH:7]=[CH:6][C:5]([CH2:8][CH2:9][CH2:10][CH:11]([C:13]2[CH:14]=[C:15]([OH:20])[CH:16]=[C:17]([CH:19]=2)[OH:18])[CH3:12])=[CH:4][CH:3]=1.[C:21]([CH:24]([CH2:30][CH2:31][C:32]([O:34][CH2:35][CH3:36])=[O:33])[C:25](OCC)=[O:26])(=O)[CH3:22].P(Cl)(Cl)(Cl)=O>>[F:1][C:2]1[CH:7]=[CH:6][C:5]([CH2:8][CH2:9][CH2:10][CH:11]([C:13]2[CH:14]=[C:15]3[C:16]([C:21]([CH3:22])=[C:24]([CH2:30][CH2:31][C:32]([O:34][CH2:35][CH3:36])=[O:33])[C:25](=[O:26])[O:20]3)=[C:17]([OH:18])[CH:19]=2)[CH3:12])=[CH:4][CH:3]=1. Procedure: Ethyl 7-[5-(p-fluorophenyl)-2-pentyl]-5-hydroxy-4-methylcoumarin-3-propionate is prepared by reaction of 5-[5-(p-fluorophenyl)-2-pentyl]resorcinol, diethyl α-acetylglutarate, and phosphorus oxychloride according to the method of Example 1. Reaction SMILES: [CH2:1]([O:2][C:4](=[O:5])[c:6]1[c:7]([OH:23])[c:8]2[n:9]([n:10]([CH2:13][c:14]3[cH:15][cH:16][cH:17][cH:18][cH:19]3)[c:11]1=[O:12])[cH:20][cH:21][cH:22]2)[CH3:3].[CH3:30][O:31][CH2:32][CH2:33][OH:34].[NH2:24][CH2:25][C:26](=[O:27])[O-:28].[Na+:29]>>[C:4](=[O:5])([c:6]1[c:7]([OH:23])[c:8]2[n:9]([n:10]([CH2:13][c:14]3[cH:15][cH:16][cH:17][cH:18][cH:19]3)[c:11]1=[O:12])[cH:20][cH:21][cH:22]2)[NH:24][CH2:25][C:26](=[O:27])[OH:28]. Yields the product O=C(O)CNC(=O)c1c(O)c2cccn2n(Cc2ccccc2)c1=O. Reactants: CCOC(=O)c1c(O)c2cccn2n(Cc2ccccc2)c1=O, COCCO, NCC(=O)[O-], [Na+]. The reactants are COC(N(C)C)OC (dimethylformamide dimethylacetal), COC(C)(N(C)C)OC (dimethylacetamide dimethylacetal), C(C)(=O)OCC (ethyl acetate), ether-pentane, ClC=1C=C(C=CC1)N1C(CC2=CC=CC=C12)=O (1-(3-chlorophenyl)-2(1H,3H)-indolone). Solvent: C(Cl)Cl (methylene chloride), C(Cl)Cl (methylene chloride). Product: ClC=1C=C(C=CC1)N1C(C(C2=CC=CC=C12)=CN(C)C)=O (1-(3-Chlorophenyl)-3-(dimethylaminomethylene)-2(1H,3H)-indolone). RXN SMILES: CO[CH:3](OC)[N:4]([CH3:6])[CH3:5].COC(OC)(N(C)C)C.C(OCC)(=O)C.[Cl:24][C:25]1[CH:26]=[C:27]([N:31]2[C:39]3[C:34](=[CH:35][CH:36]=[CH:37][CH:38]=3)[CH2:33][C:32]2=[O:40])[CH:28]=[CH:29][CH:30]=1>C(Cl)Cl>[Cl:24][C:25]1[CH:26]=[C:27]([N:31]2[C:39]3[C:34](=[CH:35][CH:36]=[CH:37][CH:38]=3)[C:33](=[CH:3][N:4]([CH3:6])[CH3:5])[C:32]2=[O:40])[CH:28]=[CH:29][CH:30]=1. Procedure: By the procedure of Example A1, but substituting an equivalent of dimethylformamide dimethylacetal for the dimethylacetamide dimethylacetal, using first methylene chloride and then 7.5% ethyl acetate in methylene chloride in chromatography and recrystallization from ether-pentane, 1-(3-chlorophenyl)-2(1H,3H)-indolone (10 g, 0.041 mole) was converted to title product, 3.73 g, m.p. 116°-118°. Starting materials: C(C)(C)(C)OC(C(=O)OC)C=1C(=C2C(=NC1C)NC=C2)C=2C=C1CCCOC1=CC2 (methyl 2-(tert-butoxy)-2-(4-(chroman-6-yl)-6-methyl-1H-pyrrolo[2,3-b]pyridin-5-yl)acetate), FC(OC1=CC=C(CBr)C=C1)(F)F (4-(trifluoromethoxy)benzyl bromide). Yields the product C(C)(C)(C)OC(C(=O)O)C=1C(=C2C(=NC1C)N(C=C2)CC2=CC=C(C=C2)OC(F)(F)F)C=2C=C1CCCOC1=CC2 (2-(tert-butoxy)-2-(4-(chroman-6-yl)-6-methyl-1-(4-(trifluoromethoxy)benzyl)-1H-pyrrolo[2,3-b]pyridin-5-yl)acetic acid). RXN SMILES: [C:1]([O:5][CH:6]([C:11]1[C:12]([C:21]2[CH:22]=[C:23]3[C:28](=[CH:29][CH:30]=2)[O:27][CH2:26][CH2:25][CH2:24]3)=[C:13]2[CH:20]=[CH:19][NH:18][C:14]2=[N:15][C:16]=1[CH3:17])[C:7]([O:9]C)=[O:8])([CH3:4])([CH3:3])[CH3:2].[F:31][C:32]([F:43])([F:42])[O:33][C:34]1[CH:41]=[CH:40][C:37]([CH2:38]Br)=[CH:36][CH:35]=1>>[C:1]([O:5][CH:6]([C:11]1[C:12]([C:21]2[CH:22]=[C:23]3[C:28](=[CH:29][CH:30]=2)[O:27][CH2:26][CH2:25][CH2:24]3)=[C:13]2[CH:20]=[CH:19][N:18]([CH2:38][C:37]3[CH:40]=[CH:41][C:34]([O:33][C:32]([F:43])([F:42])[F:31])=[CH:35][CH:36]=3)[C:14]2=[N:15][C:16]=1[CH3:17])[C:7]([OH:9])=[O:8])([CH3:4])([CH3:2])[CH3:3]. Reported procedure: The title compound was prepared in a manner similar to that described in Example 27, Step H from methyl 2-(tert-butoxy)-2-(4-(chroman-6-yl)-6-methyl-1H-pyrrolo[2,3-b]pyridin-5-yl)acetate and 4-(trifluoromethoxy)benzyl bromide. 1H NMR (400 MHz, CHLOROFORM-d) δ ppm 7.51-7.43 (m, 1 H), 7.33-7.28 (m, 2 H), 7.26-7.15 (m, 3 H), 7.06 (t, J=3.3 Hz, 1 H), 6.94 (dd, J=5.3, 8.4 Hz, 1 H), 6.29 (dd, J=3.5, 11.7 Hz, 1 H), 5.65-5.55 (m, 2 H), 5.53-5.43 (m, 1 H), 4.32-4.26 (m, 2 H), 2.95-2.81 (m, 2 H), 2.78-2.7...